This data is from the Open Reaction Database (ORD), a public repository of structured organic reaction records. The task is: describe an organic reaction: reactants, conditions, products, and yield The reactants are FC1=C(C=CC2=C1SC(=C2)C2=CC=C(C=C2)OCCN2CCCC2)OC (7-fluoro-6-methoxy-2-[4-[2-(1-pyrrolidinyl)ethoxy]phenyl]benzo[b]thiophene), FC1=CC=C(C(=O)Cl)C=C1 (4-fluorobenzoyl chloride). The product is FC1=CC=C(C=C1)C(=O)C=1C2=C(SC1C1=CC=C(C=C1)OCCN1CCCC1)C(=C(C=C2)OC)F (7-Fluoro-6-methoxy-2-[4-[2-(1-pyrrolidinyl)ethoxy]phenyl]benzo[b]thiophen-3-yl 4-Fluorophenyl Ketone). Isolated yield 41.0%. Reaction SMILES: [F:1][C:2]1[C:7]2[S:8][C:9]([C:11]3[CH:16]=[CH:15][C:14]([O:17][CH2:18][CH2:19][N:20]4[CH2:24][CH2:23][CH2:22][CH2:21]4)=[CH:13][CH:12]=3)=[CH:10][C:6]=2[CH:5]=[CH:4][C:3]=1[O:25][CH3:26].[F:27][C:28]1[CH:36]=[CH:35][C:31]([C:32](Cl)=[O:33])=[CH:30][CH:29]=1>>[F:27][C:28]1[CH:36]=[CH:35][C:31]([C:32]([C:10]2[C:6]3[CH:5]=[CH:4][C:3]([O:25][CH3:26])=[C:2]([F:1])[C:7]=3[S:8][C:9]=2[C:11]2[CH:12]=[CH:13][C:14]([O:17][CH2:18][CH2:19][N:20]3[CH2:21][CH2:22][CH2:23][CH2:24]3)=[CH:15][CH:16]=2)=[O:33])=[CH:30][CH:29]=1. Procedure details: The title compound was prepared in 41% yield from 7-fluoro-6-methoxy-2-[4-[2-(1-pyrrolidinyl)ethoxy]phenyl]benzo[b]thiophene (Part D) and 4-fluorobenzoyl chloride by essentially following the procedure outlined in Example 129, Part A. Reactants: Cl (hydrochloride), C(C)OC(=O)C1=NC=2N(C=C1)N=CC2C2=CC(=CC=C2)Cl (3-(3-chlorophenyl)-pyrazolo-[1,5-a]-pyrimidine-5-carboxylic acid ethyl ester), CO (methanol), [OH-].[Na+] (sodium hydroxide). Solvent: O1CCCC1 (tetrahydrofuran). Reaction conditions: time 2 hour. Product: ClC=1C=C(C=CC1)C=1C=NN2C1N=C(C=C2)C(=O)O (3-(3-chlorophenyl)-pyrazolo-[1,5-a]-pyrimidine-5-carboxylic acid). The yield is 85.9%. As a reaction SMILES: C([O:3][C:4]([C:6]1[CH:11]=[CH:10][N:9]2[N:12]=[CH:13][C:14]([C:15]3[CH:20]=[CH:19][CH:18]=[C:17]([Cl:21])[CH:16]=3)=[C:8]2[N:7]=1)=[O:5])C.CO.[OH-].[Na+].Cl>O1CCCC1>[Cl:21][C:17]1[CH:16]=[C:15]([C:14]2[CH:13]=[N:12][N:9]3[CH:10]=[CH:11][C:6]([C:4]([OH:5])=[O:3])=[N:7][C:8]=23)[CH:20]=[CH:19][CH:18]=1 |f:2.3|. Procedure details: To a mixture of 3-(3-chlorophenyl)-pyrazolo-[1,5-a]-pyrimidine-5-carboxylic acid ethyl ester (18.00 g), 120 ml of methanol, and 120 ml of tetrahydrofuran, 60 ml of a 2N aqueous sodium hydroxide solution was added, and stirred at room temperature over 2 hours. To the reactant, 60 ml of 2N hydrochloride was added dropwise, and the precipitated crystal was filtered to yield 3-(3-chlorophenyl)-pyrazolo-[1,5-a]-pyrimidine-5-carboxylic acid (14.02 g, 86%) as a yellow crystal.